This data is from the Open Reaction Database (ORD), a public repository of structured organic reaction records. The task is: describe an organic reaction: reactants, conditions, products, and yield Starting materials: FCC(C#N)(CCCCI)N1C(C=2C(C1=O)=CC=CC2)=O (2-fluoromethyl-2-phthalimido-6-iodohexanenitrile), CN(C)C=O (DMF), C1(C=2C(C(N1)=O)=CC=CC2)=O.[K] (potassium phthalimide). Run in CC(=O)C (acetone). Conditions: temperature 80 celsius, time 8 hour. Product: FCC(C#N)(CCCCN1C(C=2C(C1=O)=CC=CC2)=O)N2C(C=1C(C2=O)=CC=CC1)=O (2-Fluoromethyl-2,6-diphthalimidohexanenitrile). RXN SMILES: [F:1][CH2:2][C:3]([N:11]1[C:15](=[O:16])[C:14]2=[CH:17][CH:18]=[CH:19][CH:20]=[C:13]2[C:12]1=[O:21])([CH2:6][CH2:7][CH2:8][CH2:9]I)[C:4]#[N:5].CN(C=O)C.[C:27]1(=[O:37])[NH:31][C:30](=[O:32])[C:29]2=[CH:33][CH:34]=[CH:35][CH:36]=[C:28]12.[K]>CC(C)=O>[F:1][CH2:2][C:3]([N:11]1[C:15](=[O:16])[C:14]2=[CH:17][CH:18]=[CH:19][CH:20]=[C:13]2[C:12]1=[O:21])([CH2:6][CH2:7][CH2:8][CH2:9][N:31]1[C:30](=[O:32])[C:29]2=[CH:33][CH:34]=[CH:35][CH:36]=[C:28]2[C:27]1=[O:37])[C:4]#[N:5] |f:2.3,^1:37|. Procedure details: A mixture of 2-fluoromethyl-2-phthalimido-6-iodohexanenitrile (9.0 g, 22.5 mmol), dry DMF (30 ml), and potassium phthalimide (4.2 g, 1 equivalent) is stirred and heated at 80° C. for 4 hours. The DMF is removed under reduced pressure (0.1 mm Hg), and the residue is taken up in chloroform. The chloroform mixture is filtered and the filtrate is washed with 2N NaOH, 2N HCl, and water. Evaporation of solvent gives a residue which, when dissolved in the minimum amount of acetone, crystallizes upon ad... Starting materials: O=C([O-])[O-], CC(=O)CC(C)=O, CC(=O)[O-], CCO, [K+], O=N[O-], Nc1ccncc1, [Na+], [Na+], [Na+], O=[N+]([O-])O, O=P(O)(O)O. Yields the product CC(=O)C(=NNc1ccncc1)C(C)=O. Reaction SMILES: [C:33](=[O:34])([O-:35])[O-:36].[CH3:21][C:22]([CH2:23][C:24]([CH3:25])=[O:26])=[O:27].[CH3:29][C:30](=[O:31])[O-:32].[CH3:39][CH2:40][OH:41].[K+:28].[N:17]([O-:18])=[O:19].[NH2:1][c:2]1[cH:3][cH:4][n:5][cH:6][cH:7]1.[Na+:20].[Na+:37].[Na+:38].[OH:13][N+:14](=[O:15])[O-:16].[P:8](=[O:9])([OH:10])([OH:11])[OH:12]>>[NH:1]([c:2]1[cH:3][cH:4][n:5][cH:6][cH:7]1)[N:17]=[C:23]([C:22]([CH3:21])=[O:27])[C:24]([CH3:25])=[O:26].